From a dataset of the Open Reaction Database (ORD), a public repository of structured organic reaction records. describe an organic reaction: reactants, conditions, products, and yield Reactants: FC1=C(NC=2C(=CN(C(C2)=O)C)C(=O)O)C=CC(=C1)F (4-(2,4-Difluoroanilino)-1-methyl-6-oxo-1,6-dihydro-3-pyridinecarboxylic acid), NCCCO (3-Amino-1-propanol), C1=CN(C=N1)C(=O)N2C=CN=C2 (CDI). Run in C1CCOC1 (THF), CN(C)C=O (DMF). Reaction conditions: time 2 hour. Product: FC1=C(NC=2C(=CN(C(C2)=O)C)C(=O)NCCCO)C=CC(=C1)F (4-(2,4-difluoroanilino)-N-(3-hydroxypropyl)-1-methyl-6-oxo-1,6-dihydro-3-pyridinecarboxamide). Isolated yield 71.1%. RXN SMILES: [F:1][C:2]1[CH:19]=[C:18]([F:20])[CH:17]=[CH:16][C:3]=1[NH:4][C:5]1[C:6]([C:13]([OH:15])=O)=[CH:7][N:8]([CH3:12])[C:9](=[O:11])[CH:10]=1.C1N=CN(C(N2C=NC=C2)=O)C=1.[NH2:33][CH2:34][CH2:35][CH2:36][OH:37]>C1COCC1.CN(C=O)C>[F:1][C:2]1[CH:19]=[C:18]([F:20])[CH:17]=[CH:16][C:3]=1[NH:4][C:5]1[C:6]([C:13]([NH:33][CH2:34][CH2:35][CH2:36][OH:37])=[O:15])=[CH:7][N:8]([CH3:12])[C:9](=[O:11])[CH:10]=1. Reported procedure: 4-(2,4-Difluoroanilino)-1-methyl-6-oxo-1,6-dihydro-3-pyridinecarboxylic acid (0.15 g, 0.5 mmol) was dissolved in a mixture of anhydrous THF (20 ml) and anhydrous DMF (2 ml). CDI (0.18 g, 1.1 mmol) was added and the solution stirred at RT for 2 h. 3-Amino-1-propanol (0.16 g, 2.2 mmol) was then added and the solution stirred for a further 15 h. The solvent was removed under reduced pressure and the residue partitioned between 2% MeOH/EtOAc and water. The organic fraction was washed with water ×2, ... Reactants: O=C(NCCCN1CCOCC1)c1cc([N+](=O)[O-])cc([N+](=O)[O-])c1Cl, C1COCCO1, OCCNCCO. Yields the product O=C(NCCCN1CCOCC1)c1cc([N+](=O)[O-])cc([N+](=O)[O-])c1N(CCO)CCO. RXN SMILES: [Cl:1][c:2]1[c:3]([C:4](=[O:5])[NH:6][CH2:7][CH2:8][CH2:9][N:10]2[CH2:11][CH2:12][O:13][CH2:14][CH2:15]2)[cH:16][c:17]([N+:23](=[O:24])[O-:25])[cH:18][c:19]1[N+:20](=[O:21])[O-:22].[O:33]1[CH2:34][CH2:35][O:36][CH2:37][CH2:38]1.[OH:26][CH2:27][CH2:28][NH:29][CH2:30][CH2:31][OH:32]>>[c:2]1([N:29]([CH2:28][CH2:27][OH:26])[CH2:30][CH2:31][OH:32])[c:3]([C:4](=[O:5])[NH:6][CH2:7][CH2:8][CH2:9][N:10]2[CH2:11][CH2:12][O:13][CH2:14][CH2:15]2)[cH:16][c:17]([N+:23](=[O:24])[O-:25])[cH:18][c:19]1[N+:20](=[O:21])[O-:22]. RXN SMILES: [CH2:35]1[O:36][CH2:37][CH2:38][CH2:39]1.[CH3:1][O:2][C:3]([c:4]1[cH:5][cH:6][c:7]([O:10][CH2:11][c:12]2[cH:13][c:14]3[cH:15][cH:16][c:17]([O:22][CH2:23][CH:24]4[O:25][C:26]([CH3:29])([CH3:30])[O:27][CH2:28]4)[cH:18][c:19]3[cH:20][cH:21]2)[cH:8][cH:9]1)=[O:31].[ClH:34].[Li+:32].[OH-:33].[OH2:40]>>[O:2]=[C:3]([c:4]1[cH:5][cH:6][c:7]([O:10][CH2:11][c:12]2[cH:13][c:14]3[cH:15][cH:16][c:17]([O:22][CH2:23][CH:24]4[O:25][C:26]([CH3:29])([CH3:30])[O:27][CH2:28]4)[cH:18][c:19]3[cH:20][cH:21]2)[cH:8][cH:9]1)[OH:31]. Yields the product CC1(C)OCC(COc2ccc3cc(COc4ccc(C(=O)O)cc4)ccc3c2)O1. Starting materials: C1CCOC1, COC(=O)c1ccc(OCc2ccc3cc(OCC4COC(C)(C)O4)ccc3c2)cc1, Cl, [Li+], [OH-], O. Reactants: Fc1ccc2sc(Br)nc2c1, CCOC(=O)Cc1cc(Cl)c(N)cc1F, Cc1ccc(S(=O)(=O)[O-])cc1, Cc1ccccc1C, c1cc[nH+]cc1. The product is CCOC(=O)Cc1cc(Cl)c(Nc2nc3cc(F)ccc3s2)cc1F. Reaction SMILES: [Br:1][c:2]1[s:3][c:4]2[c:5]([n:6]1)[cH:7][c:8]([F:11])[cH:9][cH:10]2.[NH2:12][c:13]1[cH:14][c:15]([F:26])[c:16]([CH2:20][C:21](=[O:22])[O:23][CH2:24][CH3:25])[cH:17][c:18]1[Cl:19].[c:27]1([CH3:28])[cH:29][cH:30][c:31]([S:32]([O-:33])(=[O:34])=[O:35])[cH:36][cH:37]1.[c:44]1([CH3:45])[c:46]([CH3:47])[cH:48][cH:49][cH:50][cH:51]1.[nH+:38]1[cH:39][cH:40][cH:41][cH:42][cH:43]1>>[c:2]1([NH:12][c:13]2[cH:14][c:15]([F:26])[c:16]([CH2:20][C:21](=[O:22])[O:23][CH2:24][CH3:25])[cH:17][c:18]2[Cl:19])[s:3][c:4]2[c:5]([n:6]1)[cH:7][c:8]([F:11])[cH:9][cH:10]2. Starting materials: COC=1C=C2C(=CC=NC2=CC1OC)N1CCOC2=C(C1)C=C(C=C2)C=2C=C(C(=CC2)N)N (4-{4-[6,7-bis(methyloxy)quinolin-4-yl]-2,3,4,5-tetrahydro-1,4-benzoxazepin-7-yl}benzene-1,2-diamine), COC(=O)NC(SC)=NC(=O)OC (1,3-bis(methoxycarbonyl)-2-methyl-2-thiopseudourea). Solvent: C(C)(=O)O (acetic acid). Run at temperature 80 celsius, time 30 minute. Product: COC=1C=C2C(=CC=NC2=CC1OC)N1CCOC2=C(C1)C=C(C=C2)C=2C=CC1=C(NC(=N1)NC(OC)=O)C2 (methyl (6-{4-[6,7-bis(methyloxy)quinolin-4-yl]-2,3,4,5-tetrahydro-1,4-benzoxazepin-7-yl}-1H-benzimidazol-2-yl)carbamate). The yield is 35.9%. RXN SMILES: [CH3:1][O:2][C:3]1[CH:4]=[C:5]2[C:10](=[CH:11][C:12]=1[O:13][CH3:14])[N:9]=[CH:8][CH:7]=[C:6]2[N:15]1[CH2:21][C:20]2[CH:22]=[C:23]([C:26]3[CH:27]=[C:28]([NH2:33])[C:29]([NH2:32])=[CH:30][CH:31]=3)[CH:24]=[CH:25][C:19]=2[O:18][CH2:17][CH2:16]1.[CH3:34][O:35][C:36]([NH:38][C:39](=NC(OC)=O)SC)=[O:37]>C(O)(=O)C>[CH3:1][O:2][C:3]1[CH:4]=[C:5]2[C:10](=[CH:11][C:12]=1[O:13][CH3:14])[N:9]=[CH:8][CH:7]=[C:6]2[N:15]1[CH2:21][C:20]2[CH:22]=[C:23]([C:26]3[CH:31]=[CH:30][C:29]4[N:32]=[C:39]([NH:38][C:36](=[O:37])[O:35][CH3:34])[NH:33][C:28]=4[CH:27]=3)[CH:24]=[CH:25][C:19]=2[O:18][CH2:17][CH2:16]1. Procedure: A solution of 4-{-4-[6,7-bis(methyloxy)quinolin-4-yl]-2,3,4,5-tetrahydro-1,4-benzoxazepin-7-yl}-2-nitroaniline (56 mg, 0.12 mmol) in methanol (20 mL) was hydrogenated at 30 psi over 10% Pd—C (25 mg) for 4 h. The catalyst was filtered off, and the filtrate was concentrated to give 4-{4-[6,7-bis(methyloxy)quinolin-4-yl]-2,3,4,5-tetrahydro-1,4-benzoxazepin-7-yl}benzene-1,2-diamine (40 mg, 77% yield) as a brown oil. MS (EI) for C26H26N4O3: 443 (MH STEP 5: To a solution of 4-{4-[6,7-bis(methyloxy)qui... The reactants are C(=O)[C@H](C(C)(C1=CC=CC=C1)C)N(C(OC(C)(C)C)=O)C (tert-butyl (1S)-1-formyl-2-methyl-2-phenylpropyl(methyl)carbamate), C(C)OC(C(=C(C(C(C)C)N(C)C(C(C(C)(C)C)N)=O)CC)C)=O (ethyl 4-[(2-Amino-3,3-dimethyl-butyryl)-methyl-amino]-2,5-dimethyl-hex-2-enoic acid ethyl ester), C(#N)[BH3-].[Na+] (sodium cyanoborohydride). The reagents and catalysts are [Cl-].[Zn+2].[Cl-] (zinc chloride). Run in CO (MeOH), CO (MeOH). Run at time 19.5 hour. Yields the product C(C)(C)(C)OC(=O)N([C@H](CN[C@@H](C(C)(C)C)C(=O)N([C@H](/C=C(/C(=O)OCC)\C)C(C)C)C)C(C)(C1=CC=CC=C1)C)C (ethyl(2E,4S)-4-[(N-{(2S)-2-[(tert-butoxycarbonyl)(methyl)amino]-3-methyl-3-phenylbutyl}-3-methyl-L-valyl)(methyl)amino]-2,5-dimethyl-2-hexenoate). Reaction SMILES: [CH:1]([C@@H:3]([N:13]([CH3:21])[C:14](=[O:20])[O:15][C:16]([CH3:19])([CH3:18])[CH3:17])[C:4]([CH3:12])([C:6]1[CH:11]=[CH:10][CH:9]=[CH:8][CH:7]=1)[CH3:5])=O.[CH2:22]([O:24][C:25](=[O:45])[C:26]([CH3:44])=[C:27](CC)[CH:28]([N:32]([C:34](=[O:41])[CH:35]([NH2:40])[C:36]([CH3:39])([CH3:38])[CH3:37])[CH3:33])[CH:29]([CH3:31])[CH3:30])[CH3:23].C([BH3-])#N.[Na+]>CO.[Cl-].[Zn+2].[Cl-]>[C:16]([O:15][C:14]([N:13]([CH3:21])[C@@H:3]([C:4]([CH3:12])([C:6]1[CH:11]=[CH:10][CH:9]=[CH:8][CH:7]=1)[CH3:5])[CH2:1][NH:40][C@H:35]([C:34]([N:32]([CH3:33])[C@@H:28]([CH:29]([CH3:31])[CH3:30])/[CH:27]=[C:26](\[CH3:44])/[C:25]([O:24][CH2:22][CH3:23])=[O:45])=[O:41])[C:36]([CH3:39])([CH3:38])[CH3:37])=[O:20])([CH3:19])([CH3:18])[CH3:17] |f:2.3,5.6.7|. Procedure: To a stirred slurry of tert-butyl (1S)-1-formyl-2-methyl-2-phenylpropyl(methyl) carbamate (104 mg, 0.40 mmole, Reference Example 19) with ethyl 4-[(2-Amino-3,3-dimethyl-butyryl)-methyl-amino]-2,5-dimethyl-hex-2-enoic acid ethyl ester (122 mg, 0.40 mmole) in MeOH (2.5 ml), a solution of zinc chloride (32.7 mg, 0.6 eq) and sodium cyanoborohydride (34.4 mg, 0.48 mmol) in MeOH (2.5 ml) is added over 5 minutes at room temperature. The resulting mixture is stirred for 15-24 hours at room temperature u... Reactants: ice water, COC1=C(C=C2N=C(OC2=O)C)C=CC=C1 (4-(2′-Methoxybenzylidene)-2-methyl-4H-oxazol-5-one), C(C1=CC=CC=C1)N (benzylamine), C(C)(=O)[O-].[Na+] (sodium acetate), C([O-])([O-])=O.[K+].[K+] (potassium carbonate). Run in C(C)(=O)O (acetic acid). Conditions: temperature 100 celsius. The product is C(C1=CC=CC=C1)N1C(=NC(C1=O)=CC1=C(C=CC=C1)OC)C (3-benzyl-3,5-dihydro-5-(2′-methoxybenzylidene)-2-methylimidazol-4-one). Yield: 19.6%. Reaction SMILES: [CH3:1][O:2][C:3]1[CH:16]=[CH:15][CH:14]=[CH:13][C:4]=1[CH:5]=[C:6]1[C:10](=[O:11])O[C:8]([CH3:12])=[N:7]1.[CH2:17]([NH2:24])[C:18]1[CH:23]=[CH:22][CH:21]=[CH:20][CH:19]=1.C([O-])(=O)C.[Na+].C(=O)([O-])[O-].[K+].[K+]>C(O)(=O)C>[CH2:17]([N:24]1[C:10](=[O:11])[C:6](=[CH:5][C:4]2[CH:13]=[CH:14][CH:15]=[CH:16][C:3]=2[O:2][CH3:1])[N:7]=[C:8]1[CH3:12])[C:18]1[CH:23]=[CH:22][CH:21]=[CH:20][CH:19]=1 |f:2.3,4.5.6|. Procedure: 4-(2′-Methoxybenzylidene)-2-methyl-4H-oxazol-5-one (5 g) was dissolved in acetic acid (50 ml) and benzylamine (2.68 g) and sodium acetate (2 g) were added. The mixture was heated at 100° C. for 2 hr, poured into ice-water, neutralized with potassium carbonate and extracted with ethyl acetate. The organic layer was washed with water, dried over anhydrous sodium sulfate and concentrated under reduced pressure. The residue was purified by silica gel column chromatography (hexane/ethyl acetate) to g...